This data is from the Open Reaction Database (ORD), a public repository of structured organic reaction records. The task is: describe an organic reaction: reactants, conditions, products, and yield The reactants are NC=1C(=CC(=C(C1)N1C(C2=C(C1=O)CCCC2)=O)F)Cl (N-(5-amino-4-chloro-2-fluorophenyl)-3,4,5,6-tetrahydrophthalimide), N(=O)OC(C)(C)C (tert-butyl nitrite), C(C=C)(=O)OCC (ethyl acrylate), Cl (hydrochloric acid). The reagents and catalysts are [Cu](Cl)Cl (copper(II) chloride). Solvent: C(C)#N (acetonitrile), C(C)#N (acetonitrile). Conditions: time 10 hour. Product: ClC1=CC(=C(C=C1CC(C(=O)OCC)Cl)N1C(C2=C(C1=O)CCCC2)=O)F (N-[4-Chloro-5-(2-chloro-2-ethoxycarbonyleth-1-yl)-2-fluorophenyl]-3,4,5,6-tetrahydrophthalimide). As a reaction SMILES: N[C:2]1[C:3]([Cl:20])=[CH:4][C:5]([F:19])=[C:6]([N:8]2[C:12](=[O:13])[C:11]3[CH2:14][CH2:15][CH2:16][CH2:17][C:10]=3[C:9]2=[O:18])[CH:7]=1.N(OC(C)(C)C)=O.[C:28]([O:32][CH2:33][CH3:34])(=[O:31])[CH:29]=[CH2:30].[ClH:35]>C(#N)C.[Cu](Cl)Cl>[Cl:20][C:3]1[C:2]([CH2:30][CH:29]([Cl:35])[C:28]([O:32][CH2:33][CH3:34])=[O:31])=[CH:7][C:6]([N:8]2[C:12](=[O:13])[C:11]3[CH2:14][CH2:15][CH2:16][CH2:17][C:10]=3[C:9]2=[O:18])=[C:5]([F:19])[CH:4]=1. Reported procedure: 3.5 g of N-(5-amino-4-chloro-2-fluorophenyl)-3,4,5,6-tetrahydrophthalimide in 5 ml of absolute acetonitrile were added dropwise to a suspension of 1.9 g of tert-butyl nitrite, 260 g of ethyl acrylate and 1.9 g of anhydrous copper(II) chloride in 200 ml of absolute acetonitrile at 0° C. The mixture was slowly warmed up to room temperature and was stirred at this temperature for 10 hours. 40 ml of dilute hydrochloric acid were then added, and the mixture was extracted three times with methyl tert-... The reactants are O=C(O)c1ncccc1Br, O=C([O-])[O-], Cc1ccccc1-n1nc(C(C)(C)C)cc1N, CC(=O)[O-], CC(=O)[O-], [Cu+2], [K+], [K+], CN(C)C=O. Product: Cc1ccccc1-n1nc(C(C)(C)C)cc1Nc1cccnc1C(=O)O. Reaction SMILES: [Br:1][c:2]1[c:3]([C:8](=[O:9])[OH:10])[n:4][cH:5][cH:6][cH:7]1.[C:11](=[O:12])([O-:13])[O-:14].[C:17]([CH3:18])([CH3:19])([CH3:20])[c:21]1[n:22][n:23](-[c:27]2[c:28]([CH3:33])[cH:29][cH:30][cH:31][cH:32]2)[c:24]([NH2:26])[cH:25]1.[C:39]([O-:40])(=[O:41])[CH3:42].[C:44]([O-:45])(=[O:46])[CH3:47].[Cu+2:43].[K+:15].[K+:16].[O:34]=[CH:35][N:36]([CH3:37])[CH3:38]>>[c:2]1([NH:26][c:24]2[n:23](-[c:27]3[c:28]([CH3:33])[cH:29][cH:30][cH:31][cH:32]3)[n:22][c:21]([C:17]([CH3:18])([CH3:19])[CH3:20])[cH:25]2)[c:3]([C:8](=[O:9])[OH:10])[n:4][cH:5][cH:6][cH:7]1. Starting materials: O (water), ClC(C(=O)[O-])(F)F.[Na+] (sodium chlorodifluoroacetate), C1=CC=CC=2C(C3=C(C=CC21)C=CC=C3)=O (5H-dibenzo[a,d]cyclo-hepten-5-one). Solvent: COCCOCCOC (diglyme), COCCOCCOC (diglyme). Yields the product FC1(C2C3=C(C(C4=C(C21)C=CC=C4)=O)C=CC=C3)F (1,1-difluoro-1a,10b-dihydrodibenzo[a,e]cyclopropa[c]-cyclohepten-6(1H)-one). The yield is 45.1%. RXN SMILES: Cl[C:2]([F:7])([F:6])[C:3]([O-])=O.[Na+].[CH:9]1[C:19]2[CH:18]=C[C:16]3[CH:20]=[CH:21][CH:22]=[CH:23][C:15]=3[C:14](=[O:24])[C:13]=2[CH:12]=[CH:11][CH:10]=1.O>COCCOCCOC>[F:6][C:2]1([F:7])[CH:18]2[CH:3]1[C:23]1[CH:22]=[CH:21][CH:20]=[CH:16][C:15]=1[C:14](=[O:24])[C:13]1[CH:12]=[CH:11][CH:10]=[CH:9][C:19]=12 |f:0.1|. Procedure: A solution of sodium chlorodifluoroacetate (350 g) in diglyme (1400 mL) was added dropwise over 4 to 8 hours, preferably over 6 hours, to a solution of 5H-dibenzo[a,d]cyclo-hepten-5-one (25 g) in diglyme (500 mL), with stirring, and under nitrogen, maintaining the reaction temperature at 160°-165° C. The cooled reaction mixture was poured into water (1.8 L) and extracted with ether (1.8 L). The organic phase was washed with water, dried over sodium sulfate (Na2SO4), and evaporated. The residue w...